This data is from the Open Reaction Database (ORD), a public repository of structured organic reaction records. The task is: describe an organic reaction: reactants, conditions, products, and yield As a reaction SMILES: [Br:1][c:2]1[cH:3][c:4]([S:8](=[O:9])(=[O:10])[c:11]2[cH:12][c:13]3[c:14]([NH:25][c:26]4[cH:27][c:28]([O:32][CH3:33])[cH:29][cH:30][cH:31]4)[c:15]([C:22](=[O:23])[NH2:24])[cH:16][n:17][c:18]3[c:19]([CH3:21])[cH:20]2)[cH:5][cH:6][cH:7]1.[C:45](=[O:46])([O-:47])[O-:48].[CH3:55][O:56][CH2:57][CH2:58][O:59][CH3:60].[CH:51]([Cl:52])([Cl:53])[Cl:54].[Na+:49].[Na+:50].[OH:34][CH2:35][c:36]1[cH:37][cH:38][c:39]([B:42]([OH:43])[OH:44])[cH:40][cH:41]1.[Pd:61]([Cl:62])[Cl:63].[c:64]1([P:65]([c:66]2[cH:67][cH:68][cH:69][cH:70][cH:71]2)[c:72]2[cH:73][cH:74][cH:75][cH:76][cH:77]2)[cH:78][cH:79][cH:80][cH:81][cH:82]1.[c:83]1([P:84]([c:85]2[cH:86][cH:87][cH:88][cH:89][cH:90]2)[c:91]2[cH:92][cH:93][cH:94][cH:95][cH:96]2)[cH:97][cH:98][cH:99][cH:100][cH:101]1>>[c:2]1(-[c:39]2[cH:38][cH:37][c:36]([CH2:35][OH:34])[cH:41][cH:40]2)[cH:3][c:4]([S:8](=[O:9])(=[O:10])[c:11]2[cH:12][c:13]3[c:14]([NH:25][c:26]4[cH:27][c:28]([O:32][CH3:33])[cH:29][cH:30][cH:31]4)[c:15]([C:22](=[O:23])[NH2:24])[cH:16][n:17][c:18]3[c:19]([CH3:21])[cH:20]2)[cH:5][cH:6][cH:7]1. Yields the product COc1cccc(Nc2c(C(N)=O)cnc3c(C)cc(S(=O)(=O)c4cccc(-c5ccc(CO)cc5)c4)cc23)c1. Starting materials: COc1cccc(Nc2c(C(N)=O)cnc3c(C)cc(S(=O)(=O)c4cccc(Br)c4)cc23)c1, O=C([O-])[O-], COCCOC, ClC(Cl)Cl, [Na+], [Na+], OCc1ccc(B(O)O)cc1, Cl[Pd]Cl, c1ccc(P(c2ccccc2)c2ccccc2)cc1, c1ccc(P(c2ccccc2)c2ccccc2)cc1. The reactants are FC1=C(COC2=CC=C(C(=O)OC)C=C2)C=CC=C1 (Methyl 4-(2-fluorobenzyloxy)benzoate), Cl (HCl), [OH-].[K+] (potassium hydroxide). Solvent: CO (methanol), C1CCOC1 (THF). Run at time 1.5 day. Product: FC1=C(COC2=CC=C(C(=O)O)C=C2)C=CC=C1 (4-(2-fluorobenzyloxy)benzoic acid), solid. Isolated yield 99.0%. Reaction SMILES: [F:1][C:2]1[CH:19]=[CH:18][CH:17]=[CH:16][C:3]=1[CH2:4][O:5][C:6]1[CH:15]=[CH:14][C:9]([C:10]([O:12]C)=[O:11])=[CH:8][CH:7]=1.[OH-].[K+].Cl>CO.C1COCC1>[F:1][C:2]1[CH:19]=[CH:18][CH:17]=[CH:16][C:3]=1[CH2:4][O:5][C:6]1[CH:15]=[CH:14][C:9]([C:10]([OH:12])=[O:11])=[CH:8][CH:7]=1 |f:1.2|. Reported procedure: Methyl 4-(2-fluorobenzyloxy)benzoate (P1, 10.0 g, 26.9 mmol) was dissolved in methanol (60 mL) and THF (90 mL). A 45 wt % potassium hydroxide solution (20 mL) was then added and the resulting exotherm was controlled by a water bath. After 1.5 days at 20-25° C. the solution became a thick suspension. Using a water bath to control the exotherm, 20 mL of concentrated HCl was added. The mixture was then concentrated to remove the THF and methanol and 150 mL water was added. The solid was isolated by...